From a dataset of the Open Reaction Database (ORD), a public repository of structured organic reaction records. describe an organic reaction: reactants, conditions, products, and yield The reactants are Cc1cc(C)[n+](F)c(S(=O)(=O)[O-])c1, [H-], [Na+], C1CCOC1, CCOC(=O)C1CCCC1=O. Yields the product [Na+], Cc1cc(C)nc(S(=O)(=O)[O-])c1. As a reaction SMILES: [F:14][n+:15]1[c:16]([S:23](=[O:24])(=[O:25])[O-:26])[cH:17][c:18]([CH3:22])[cH:19][c:20]1[CH3:21].[H-:1].[Na+:2].[O:27]1[CH2:28][CH2:29][CH2:30][CH2:31]1.[O:3]=[C:4]1[CH2:5][CH2:6][CH2:7][CH:8]1[C:9]([O:10][CH2:11][CH3:12])=[O:13]>>[Na+:2].[n:15]1[c:16]([S:23](=[O:24])(=[O:25])[O-:26])[cH:17][c:18]([CH3:22])[cH:19][c:20]1[CH3:21]. The reactants are C1CCOC1, Cc1ccccc1CC(=O)Cl, [Ca+2], Cl, Cc1cc(N)cc(C)c1SC#N, O=C([O-])[O-], O. The product is Cc1ccccc1CC(=O)Nc1cc(C)c(SC#N)c(C)c1. RXN SMILES: [CH2:30]1[O:31][CH2:32][CH2:33][CH2:34]1.[CH3:1][c:2]1[c:3]([CH2:8][C:9](=[O:10])[Cl:11])[cH:4][cH:5][cH:6][cH:7]1.[Ca+2:12].[ClH:29].[NH2:17][c:18]1[cH:19][c:20]([CH3:28])[c:21]([S:25][C:26]#[N:27])[c:22]([CH3:24])[cH:23]1.[O-:13][C:14](=[O:15])[O-:16].[OH2:35]>>[CH3:1][c:2]1[c:3]([CH2:8][C:9](=[O:10])[NH:17][c:18]2[cH:19][c:20]([CH3:28])[c:21]([S:25][C:26]#[N:27])[c:22]([CH3:24])[cH:23]2)[cH:4][cH:5][cH:6][cH:7]1. Starting materials: [N+](=O)([O-])C1=CC=C(C=C1)OC(\C=C\C=C(\CCCCC)/C1=CC=C(C=C1)OC)=O ((2E,4Z)-5-(4-methoxypenyl)-2,4-decadienoic acid 4-nitrophenyl ester), N1=CC(=CC=C1)CCCCN (3-pyridinebutanamine). Solvent: O1CCCC1 (tetrahydrofuran). The product is COC1=CC=C(C=C1)\C(=C/C=C/C(=O)NCCCCC=1C=NC=CC1)\CCCCC ((2E,4Z)-5-(4-methoxyphenyl)-N-[4-(3-pyridinyl)butyl]-2,4-decadienamide). Yield: 70.5%. Reaction SMILES: [N+](C1C=CC(O[C:11](=[O:29])/[CH:12]=[CH:13]/[CH:14]=[C:15](\[C:21]2[CH:26]=[CH:25][C:24]([O:27][CH3:28])=[CH:23][CH:22]=2)/[CH2:16][CH2:17][CH2:18][CH2:19][CH3:20])=CC=1)([O-])=O.[N:30]1[CH:35]=[CH:34][CH:33]=[C:32]([CH2:36][CH2:37][CH2:38][CH2:39][NH2:40])[CH:31]=1>O1CCCC1>[CH3:28][O:27][C:24]1[CH:23]=[CH:22][C:21](/[C:15](/[CH2:16][CH2:17][CH2:18][CH2:19][CH3:20])=[CH:14]\[CH:13]=[CH:12]\[C:11]([NH:40][CH2:39][CH2:38][CH2:37][CH2:36][C:32]2[CH:31]=[N:30][CH:35]=[CH:34][CH:33]=2)=[O:29])=[CH:26][CH:25]=1. Reported procedure: As in Example 134, a solution of (2E,4Z)-5-(4-methoxypenyl)-2,4-decadienoic acid 4-nitrophenyl ester (2 g) and 3-pyridinebutanamine (0.9 g) in tetrahydrofuran (20 mL) was stirred overnight at room temperature. After the usual work up, the crude product was purified by HPLC (ethyl acetate) and the resulting solid was triturated with ether to give 1.45 g of (2E,4Z)-5-(4-methoxyphenyl)-N-[4-(3-pyridinyl)butyl]-2,4-decadienamide. A portion was recrystallized from ethyl acetatehexane to furnish the a... Reaction conditions: time 30 minute. Starting materials: Br (hydrobromic acid), COC=1C2=C(CC3=C(C1)C=CC=C3)C=CC(=C2)CC(=O)OC (methyl 11-methoxy-5H-dibenzo[a,d]cycloheptene-2-acetate). Procedure details: Six milliliters of 47% hydrobromic acid was added to 0.32 g of methyl 11-methoxy-5H-dibenzo[a,d]cycloheptene-2-acetate obtained in Example 11, and the mixture was stirred at 100° to 125° C. for 30 minutes. After the reaction, the reaction mixture was cooled, and water was added. The mixture was extracted with ether. The ethereal layer was washed with a saturated aqueous solution of sodium chloride, and dried over anhydrous magnesium sulfate. The ether was distilled off. Recrystallization of the ... Isolated yield 76.0%. Product: O=C1C2=C(CC3=C(C1)C=CC=C3)C=CC(=C2)CC(=O)O (10,11-dihydro-11-oxo-5H-dibenzo[a,d]cycloheptene-2-acetic acid). The solvent is O (water). As a reaction SMILES: Br.C[O:3][C:4]1[C:5]2[CH:18]=[C:17]([CH2:19][C:20]([O:22]C)=[O:21])[CH:16]=[CH:15][C:6]=2[CH2:7][C:8]2[CH:14]=[CH:13][CH:12]=[CH:11][C:9]=2[CH:10]=1>O>[O:3]=[C:4]1[CH2:10][C:9]2[CH:11]=[CH:12][CH:13]=[CH:14][C:8]=2[CH2:7][C:6]2[CH:15]=[CH:16][C:17]([CH2:19][C:20]([OH:22])=[O:21])=[CH:18][C:5]1=2.